Dataset: the Open Reaction Database (ORD), a public repository of structured organic reaction records. Task: describe an organic reaction: reactants, conditions, products, and yield The reactants are C(C)(C)(C)C1=CC(=C(C=C1OCC)C=1N([C@@H]([C@@H](N1)C1=CC=C(C=C1)Cl)C1=CC=C(C=C1)Cl)C(=O)Cl)OCC ((4S,5R)-2-(4-tert-butyl-2,5-diethoxy-phenyl)-4,5-bis-(4-chloro-phenyl)-4,5-dihydro-imidazole-1-carbonyl chloride), Cl.Cl.CS(=O)(=O)CCN1CCNCC1 (1-(2-methanesulfonylethyl)piperazine dihydrochloride). Yields the product Cl.C(C)(C)(C)C1=CC(=C(C=C1OCC)C=1N([C@@H]([C@@H](N1)C1=CC=C(C=C1)Cl)C1=CC=C(C=C1)Cl)C(=O)N1CCN(CC1)CCS(=O)(=O)C)OCC ([(4S,5R)-2-(4-tert-Butyl-2,5-diethoxy-phenyl)-4,5-bis-(4-chloro-phenyl)-4,5-dihydro-imidazol-1-yl]-[4-(2-methanesulfonyl-ethyl)-piperazin-1-yl]-methanone hydrochloride). Reaction SMILES: [C:1]([C:5]1[C:10]([O:11][CH2:12][CH3:13])=[CH:9][C:8]([C:14]2[N:15]([C:33](Cl)=[O:34])[C@H:16]([C:26]3[CH:31]=[CH:30][C:29]([Cl:32])=[CH:28][CH:27]=3)[C@H:17]([C:19]3[CH:24]=[CH:23][C:22]([Cl:25])=[CH:21][CH:20]=3)[N:18]=2)=[C:7]([O:36][CH2:37][CH3:38])[CH:6]=1)([CH3:4])([CH3:3])[CH3:2].Cl.Cl.[CH3:41][S:42]([CH2:45][CH2:46][N:47]1[CH2:52][CH2:51][NH:50][CH2:49][CH2:48]1)(=[O:44])=[O:43]>>[ClH:25].[C:1]([C:5]1[C:10]([O:11][CH2:12][CH3:13])=[CH:9][C:8]([C:14]2[N:15]([C:33]([N:50]3[CH2:49][CH2:48][N:47]([CH2:46][CH2:45][S:42]([CH3:41])(=[O:43])=[O:44])[CH2:52][CH2:51]3)=[O:34])[C@H:16]([C:26]3[CH:31]=[CH:30][C:29]([Cl:32])=[CH:28][CH:27]=3)[C@H:17]([C:19]3[CH:20]=[CH:21][C:22]([Cl:25])=[CH:23][CH:24]=3)[N:18]=2)=[C:7]([O:36][CH2:37][CH3:38])[CH:6]=1)([CH3:2])([CH3:3])[CH3:4] |f:1.2.3,4.5|. Reported procedure: [(4S,5R)-2-(4-tert-Butyl-2,5-diethoxy-phenyl)-4,5-bis-(4-chloro-phenyl)-4,5-dihydro-imidazol-1-yl]-[4-(2-methanesulfonyl-ethyl)-piperazin-1-yl]-methanone hydrochloride was prepared from (4S,5R)-2-(4-tert-butyl-2,5-diethoxy-phenyl)-4,5-bis-(4-chloro-phenyl)-4,5-dihydro-imidazole-1-carbonyl chloride (example 12f) and 1-(2-methanesulfonylethyl)piperazine dihydrochloride (example 17) in an analogous manner as described in example 25. LR-MS: 729.4 [(M+H)+] Reactants: C(C)(C)(C)OC(NC1C(NC2=CC=C(C=C2C1)Br)=O)=O ((6-Bromo-2-oxo-1,2,3,4-tetrahydroquinolin-3-yl)-carbamic acid tert-butyl ester), C(=O)([O-])[O-].[K+].[K+] (K2CO3), C(C1=CC=CC=C1)Br (benzyl bromide). Solvent: CC(=O)C (acetone). Yields the product C(C)(C)(C)OC(NC1C(N(C2=CC=C(C=C2C1)Br)CC1=CC=CC=C1)=O)=O ((1-Benzyl-6-bromo-2-oxo-1,2,3,4-tetrahydroquinolin-3-yl)-carbamic acid tert-butyl ester). The yield is 94.8%. As a reaction SMILES: [C:1]([O:5][C:6](=[O:20])[NH:7][CH:8]1[CH2:17][C:16]2[C:11](=[CH:12][CH:13]=[C:14]([Br:18])[CH:15]=2)[NH:10][C:9]1=[O:19])([CH3:4])([CH3:3])[CH3:2].C([O-])([O-])=O.[K+].[K+].[CH2:27](Br)[C:28]1[CH:33]=[CH:32][CH:31]=[CH:30][CH:29]=1>CC(C)=O>[C:1]([O:5][C:6](=[O:20])[NH:7][CH:8]1[CH2:17][C:16]2[C:11](=[CH:12][CH:13]=[C:14]([Br:18])[CH:15]=2)[N:10]([CH2:27][C:28]2[CH:33]=[CH:32][CH:31]=[CH:30][CH:29]=2)[C:9]1=[O:19])([CH3:4])([CH3:2])[CH3:3] |f:1.2.3|. Procedure: A stirring mixture of 3B (0.60 g, 1.76 mmol), K2CO3 (0.49 g, 3.52 mmol), and benzyl bromide (0.36 g, 2.11 mmol) in acetone (15 mL) was heated to reflux under argon for 16 h. The mixture was then cooled to RT and the solvent was evaporated under vacuum. The resulting residue was partitioned between water and EtOAc. The EtOAc layer was washed with brine, dried (Na2SO4), and evaporated. The resulting crude product was chromatographed on silica gel eluted with 10-20% EtOAc in hexane (step-wise gradi... Starting materials: CO, Cc1ccccc1, Cc1cc2cc(C(=O)O)[nH]c2cc1F, C[Si](C)(C)C=[N+]=[N-]. The product is COC(=O)c1cc2cc(C)c(F)cc2[nH]1. RXN SMILES: [CH3:22][OH:23].[CH3:24][c:25]1[cH:26][cH:27][cH:28][cH:29][cH:30]1.[F:1][c:2]1[c:3]([CH3:14])[cH:4][c:5]2[cH:6][c:7]([C:11](=[O:12])[OH:13])[nH:8][c:9]2[cH:10]1.[Si:15]([CH3:16])([CH:17]=[N+:18]=[N-:19])([CH3:20])[CH3:21]>>[F:1][c:2]1[c:3]([CH3:14])[cH:4][c:5]2[cH:6][c:7]([C:11]([O:12][CH3:16])=[O:13])[nH:8][c:9]2[cH:10]1. Reactants: ClC=1C(=C2C(=NC1)N(C(=C2)C=2C=NN(C2)CCN2CCCC2)S(=O)(=O)C2=CC=C(C)C=C2)C2=CN=C(S2)C2(COC2)OCC2=CC=C(C=C2)OC (5-(5-chloro-2-(1-(2-(pyrrolidin-1-yl)ethyl)-1H-pyrazol-4-yl)-1-tosyl-1H-pyrrolo[2,3-b]pyridin-4-yl)-2-(3-(4-methoxybenzyloxy)oxetan-3-yl)thiazole), FC(C(=O)O)(F)F (trifluoroacetic acid). Run in ClCCl (dichloromethane). Run at time 0.5 hour. Product: ClC=1C(=C2C(=NC1)N(C(=C2)C=2C=NN(C2)CCN2CCCC2)S(=O)(=O)C2=CC=C(C)C=C2)C2=CN=C(S2)C2(COC2)O (3-(5-(5-chloro-2-(1-(2-(pyrrolidin-1-yl)ethyl)-1H-pyrazol-4-yl)-1-tosyl-1H-pyrrolo[2,3-b]pyridin-4-yl)thiazol-2-yl)oxetan-3-ol). RXN SMILES: [Cl:1][C:2]1[C:3]([C:33]2[S:37][C:36]([C:38]3([O:42]CC4C=CC(OC)=CC=4)[CH2:41][O:40][CH2:39]3)=[N:35][CH:34]=2)=[C:4]2[CH:10]=[C:9]([C:11]3[CH:12]=[N:13][N:14]([CH2:16][CH2:17][N:18]4[CH2:22][CH2:21][CH2:20][CH2:19]4)[CH:15]=3)[N:8]([S:23]([C:26]3[CH:32]=[CH:31][C:29]([CH3:30])=[CH:28][CH:27]=3)(=[O:25])=[O:24])[C:5]2=[N:6][CH:7]=1.FC(F)(F)C(O)=O>ClCCl>[Cl:1][C:2]1[C:3]([C:33]2[S:37][C:36]([C:38]3([OH:42])[CH2:41][O:40][CH2:39]3)=[N:35][CH:34]=2)=[C:4]2[CH:10]=[C:9]([C:11]3[CH:12]=[N:13][N:14]([CH2:16][CH2:17][N:18]4[CH2:22][CH2:21][CH2:20][CH2:19]4)[CH:15]=3)[N:8]([S:23]([C:26]3[CH:27]=[CH:28][C:29]([CH3:30])=[CH:31][CH:32]=3)(=[O:25])=[O:24])[C:5]2=[N:6][CH:7]=1. Reported procedure: To an ambient solution of 5-(5-chloro-2-(1-(2-(pyrrolidin-1-yl)ethyl)-1H-pyrazol-4-yl)-1-tosyl-1H-pyrrolo[2,3-b]pyridin-4-yl)-2-(3-(4-methoxybenzyloxy)oxetan-3-yl)thiazole (Example 20B) (160 mg, 0.215 mmol) in dichloromethane (2.5 mL) was added trifluoroacetic acid (2.5 mL, 32.4 mmol). The reaction was stirred for 0.5 hours and then concentrated to dryness under reduced pressure. The residue was partitioned between ethyl acetate (5 mL) and saturated aqueous bicarbonate solution (1 mL). The organ... The reactants are IC=1C=C(C=CC1)P(OCC)(OCC)=O (diethyl 3-iodophenylphosphonate), CC=1C=C(C=CC1)B(O)O (3-methyl phenyl boronic acid), C1(=CC=CC=C1)P(C1=CC=CC=C1)C1=CC=CC=C1 (triphenylphosphine), N(CC)CC (Et2NH). The reagents and catalysts are C=1C=CC(=CC1)/C=C/C(=O)/C=C/C2=CC=CC=C2.C=1C=CC(=CC1)/C=C/C(=O)/C=C/C2=CC=CC=C2.C=1C=CC(=CC1)/C=C/C(=O)/C=C/C2=CC=CC=C2.[Pd].[Pd] (tris(dibenzylidene acetone)dipalladium). The solvent is CCOC(=O)C (EtOAc), C1(=CC=CC=C1)C (toluene), C(CC)O (n-propanol), O (H2O), O (H2O). Reaction conditions: time 18 hour. Product: C(C)OP(=O)(OCC)C=1C=C(C=CC1)C1=CC(=CC=C1)C (3-(diethoxyphosphoryl)-3′-methyl-1,1′-biphenyl). Reaction SMILES: I[C:2]1[CH:3]=[C:4]([P:8](=[O:15])([O:12][CH2:13][CH3:14])[O:9][CH2:10][CH3:11])[CH:5]=[CH:6][CH:7]=1.[CH3:16][C:17]1[CH:18]=[C:19](B(O)O)[CH:20]=[CH:21][CH:22]=1.C1(P(C2C=CC=CC=2)C2C=CC=CC=2)C=CC=CC=1.N(CC)CC>C1(C)C=CC=CC=1.C1C=CC(/C=C/C(/C=C/C2C=CC=CC=2)=O)=CC=1.C1C=CC(/C=C/C(/C=C/C2C=CC=CC=2)=O)=CC=1.C1C=CC(/C=C/C(/C=C/C2C=CC=CC=2)=O)=CC=1.[Pd].[Pd].O.CCOC(C)=O.C(O)CC>[CH2:10]([O:9][P:8]([C:4]1[CH:3]=[C:2]([C:21]2[CH:20]=[CH:19][CH:18]=[C:17]([CH3:16])[CH:22]=2)[CH:7]=[CH:6][CH:5]=1)([O:12][CH2:13][CH3:14])=[O:15])[CH3:11] |f:5.6.7.8.9|. Reported procedure: To a compound of Step 1 (0.200 g, 0.588 mmol) in toluene (5 mL)—H2O (1.5 mL)-n-propanol (5 mL) were added 3-methyl phenyl boronic acid (0.158 g, 1.17 mmol), tris(dibenzylidene acetone)dipalladium (0.030 g), triphenylphosphine (0.123 g) and Et2NH (0.083 mL). After a period of 18 h at 80° C., the reaction mixture was partionned between EtOAc and H2O. The organic phase was separated, dried over Na2SO4, filtered and evaporated under reduced pressure. The title compound was obtained after flash chrom... Reactants: Intermediate 14, ClC1=NC=CC(=N1)C1=C(N=C(S1)N1CCOCC1)C=1C(=C(N)C=CC1)F (3-(5-(2-chloropyrimidin-4-yl)-2-morpholinothiazol-4-yl)-2-fluoroaniline), O1C(=CC=C1)S(=O)(=O)Cl (furan-2-sulfonyl chloride). The product is ClC1=NC=CC(=N1)C1=C(N=C(S1)N1CCOCC1)C=1C(=C(C=CC1)NS(=O)(=O)C=1OC=CC1)F (N-{3-[5-(2-Chloro-4-pyrimidinyl)-2-(4-morpholinyl)-1,3-thiazol-4-yl]-2-fluorophenyl}-2-furansulfonamide). Yield: 63.0%. RXN SMILES: [Cl:1][C:2]1[N:7]=[C:6]([C:8]2[S:12][C:11]([N:13]3[CH2:18][CH2:17][O:16][CH2:15][CH2:14]3)=[N:10][C:9]=2[C:19]2[C:20]([F:26])=[C:21]([CH:23]=[CH:24][CH:25]=2)[NH2:22])[CH:5]=[CH:4][N:3]=1.[O:27]1[CH:31]=[CH:30][CH:29]=[C:28]1[S:32](Cl)(=[O:34])=[O:33]>>[Cl:1][C:2]1[N:7]=[C:6]([C:8]2[S:12][C:11]([N:13]3[CH2:14][CH2:15][O:16][CH2:17][CH2:18]3)=[N:10][C:9]=2[C:19]2[C:20]([F:26])=[C:21]([NH:22][S:32]([C:28]3[O:27][CH:31]=[CH:30][CH:29]=3)(=[O:34])=[O:33])[CH:23]=[CH:24][CH:25]=2)[CH:5]=[CH:4][N:3]=1. Reported procedure: Following a procedure analogous to the procedure described in Intermediate 14 using 3-(5-(2-chloropyrimidin-4-yl)-2-morpholinothiazol-4-yl)-2-fluoroaniline (3.0 g, 7.6 mmol) and furan-2-sulfonyl chloride (1.4 g, 8.4 mmol) the title compound of Step A was obtained (2.5 g, 63% yield). 1H NMR (400 MHz, DMSO-d6) δ ppm 8.07 (d, J=5.5 Hz, 1H), 7.59-7.66 (m, 1H), 7.42-7.75 (br, 1H), 7.13-7.20 (m, 2H), 7.02 (d, J=5.5 Hz, 1H), 6.93-6.98 (m, 1H), 6.37-6.42 (m, 2H), 3.50-3.57 (m, 4H), 3.72-3.78 (m, 4H). MS... Reactants: C(C1=CC=CC=C1)N (monobenzylamine), C(C1=CC=CC=C1)OC(=O)N[C@@H](CCC)C(=O)N[C@@H](CCC)C(=O)N[C@@H](C)P(O)(O)=O ((1R)-1-[(N-benzyloxycarbonyl-L-norvalyl-L-norvalyl)amino]-ethylphosphonic acid). The product is N[C@@H](CCC)C(=O)N[C@@H](CCC)C(=O)N[C@@H](C)P(O)(O)=O ((1R)-1-(L-norvalyl-L-norvalylamino)-ethylphosphonic acid). RXN SMILES: C(N)C1C=CC=CC=1.C(OC([NH:19][C@H:20]([C:24]([NH:26][C@H:27]([C:31]([NH:33][C@H:34]([P:36](=[O:39])([OH:38])[OH:37])[CH3:35])=[O:32])[CH2:28][CH2:29][CH3:30])=[O:25])[CH2:21][CH2:22][CH3:23])=O)C1C=CC=CC=1>>[NH2:19][C@H:20]([C:24]([NH:26][C@H:27]([C:31]([NH:33][C@H:34]([P:36](=[O:37])([OH:39])[OH:38])[CH3:35])=[O:32])[CH2:28][CH2:29][CH3:30])=[O:25])[CH2:21][CH2:22][CH3:23]. Procedure: In a manner analogous to that described in Example 5(A)(iii), from the monobenzylamine salt of (1R)-1-[(N-benzyloxycarbonyl-L-norvalyl-L-norvalyl)amino]-ethylphosphonic acid there was obtained (1R)-1-(L-norvalyl-L-norvalylamino)-ethylphosphonic acid of melting point 273°-275° C. (decomposition); [α]D20 =-36.0°; [α]36520 =-153°, (c=0.5% freshly prepared in 0.1-N sodium hydroxide). The reactants are O=C[C@H](O)[C@@H](O)[C@H](O)[C@H](O)CO (glucose), C(=O)C(C(=O)OCC)CC1=CC=CC=C1 (ethyl 2-formyl-3-phenylpropionate), O=C[C@H](O)[C@@H](O)[C@H](O)[C@H](O)CO (glucose), C=1N=C(C2=C(N1)N(C=N2)[C@H]3[C@@H]([C@@H]([C@H](O3)COP(=O)(O)OP(=O)(O)OC[C@@H]4[C@H]([C@H]([C@@H](O4)N5C=CCC(=C5)C(=O)N)O)O)O)O)N (NAD), C1=CC(=C[N+](=C1)[C@H]2[C@@H]([C@@H]([C@H](O2)COP(=O)(O)OP(=O)(O)OC[C@@H]3[C@H]([C@H]([C@@H](O3)N4C=NC5=C4N=CN=C5N)OP(=O)(O)O)O)O)O)C(=O)N (NADP), P(=O)([O-])([O-])[O-] (phosphate). The solvent is C(C)(=O)OCC (ethyl acetate), CC(=O)C (acetone). Reaction conditions: temperature 30 celsius, time 20 minute. Product: OCC(C(=O)OCC)CC1=CC=CC=C1 (ethyl 2-(hydroxymethyl)-3-phenylpropionate). As a reaction SMILES: O=C[C@@H]([C@H]([C@@H]([C@@H](CO)O)O)O)O.[CH:13]([CH:15]([CH2:21][C:22]1[CH:27]=[CH:26][CH:25]=[CH:24][CH:23]=1)[C:16]([O:18][CH2:19][CH3:20])=[O:17])=[O:14].C1N=C(N)C2N=CN([C@@H]3O[C@H](COP(OP(OC[C@H]4O[C@@H](N5C=C(C(N)=O)CC=C5)[C@H](O)[C@@H]4O)(O)=O)(O)=O)[C@@H](O)[C@H]3O)C=2N=1.C1C=[N+]([C@@H]2O[C@H](COP(OP(OC[C@H]3O[C@@H](N4C5N=CN=C(N)C=5N=C4)[C@H](OP(O)(O)=O)[C@@H]3O)(O)=O)(O)=O)[C@@H](O)[C@H]2O)C=C(C(N)=O)C=1.P([O-])([O-])([O-])=O>C(OCC)(=O)C.CC(C)=O>[OH:14][CH2:13][CH:15]([CH2:21][C:22]1[CH:23]=[CH:24][CH:25]=[CH:26][CH:27]=1)[C:16]([O:18][CH2:19][CH3:20])=[O:17]. Reported procedure: A liquid medium (pH 7.0) was prepared so as to contain 4% glucose, 0.3% of yeast extract, 1.3% of KH2PO4, 0.7% of (NH4)2HPO4, 0.01% of NaCl, 0.08% of MgSO4.7H2O, 0.006% of ZnSO4.7H2O, 0.009% of FeSO4.7H2O, 0.0005% of CuSO4.5H2O, and 0.001% of MnSO4.4 to 5 H2O. The liquid medium was dispensed to large test tubes in an amount of 5 ml per each tube and the test tubes were sterilized by steam at 120° C. for 20 minutes. The liquid medium was inoculated each of the microorganisms shown in Table 3 by a...